Dataset: the Open Reaction Database (ORD), a public repository of structured organic reaction records. Task: describe an organic reaction: reactants, conditions, products, and yield Reactants: N(=NC(C#N)(C)C)C(C#N)(C)C (azobisisobutyronitrile), C(C(=C)C)(=O)OC1(C2CC3CC(CC1C3)C2)CC (2-ethyl-2-adamantyl methacrylate), C(C=C)(=O)OC12CC3(CC(CC(C1)C3)C2)O (3-hydroxy-1-adamantyl acrylate), C(C(=C)C)(=O)OC1C(=O)OCC1 (α-methacryloyloxy-γ-butyrolactone). Solvent: C(C(C)C)C(=O)C (methyl isobutyl ketone), CCCCCCC (heptane). Run at temperature 85 celsius, time 5 hour. Product: C(C(=C)C)(=O)OC1(C2CC3CC(CC1C3)C2)CC.C(C(=C)C)(=O)OC12CC3(CC(CC(C1)C3)C2)O.C(C(=C)C)(=O)OC1C(=O)OCC1 (2-ethyl-2-adamantyl methacrylate 3-hydroxy-1-adamantyl methacrylate α-methacryloyloxy-γ-butyrolactone). The yield is 60.0%. RXN SMILES: [C:1]([O:6][C:7]1([CH2:17][CH3:18])[CH:14]2[CH2:15][CH:10]3[CH2:11][CH:12]([CH2:16][CH:8]1[CH2:9]3)[CH2:13]2)(=[O:5])[C:2]([CH3:4])=[CH2:3].[C:19]([O:23][C:24]12[CH2:33][CH:28]3[CH2:29][CH:30]([CH2:32][C:26]([OH:34])([CH2:27]3)[CH2:25]1)[CH2:31]2)(=[O:22])[CH:20]=[CH2:21].[C:35]([O:40][CH:41]1[CH2:46][CH2:45][O:44][C:42]1=[O:43])(=[O:39])[C:36]([CH3:38])=[CH2:37].N(C(C)(C)C#N)=NC(C)(C)C#N>CCCCCCC.C(C(C)=O)C(C)C>[C:1]([O:6][C:7]1([CH2:17][CH3:18])[CH:8]2[CH2:16][CH:12]3[CH2:11][CH:10]([CH2:15][CH:14]1[CH2:13]3)[CH2:9]2)(=[O:5])[C:2]([CH3:4])=[CH2:3].[C:19]([O:23][C:24]12[CH2:33][CH:28]3[CH2:29][CH:30]([CH2:32][C:26]([OH:34])([CH2:27]3)[CH2:25]1)[CH2:31]2)(=[O:22])[C:20]([CH3:35])=[CH2:21].[C:35]([O:40][CH:41]1[CH2:46][CH2:45][O:44][C:42]1=[O:43])(=[O:39])[C:36]([CH3:38])=[CH2:37] |f:6.7.8|. Reported procedure: 2-ethyl-2-adamantyl methacrylate, 3-hydroxy-1-adamantyl acrylate and α-methacryloyloxy-γ-butyrolactone were charged in a molar ratio of 2:1:1 (20.0 g:8.9 g:6.5 g), and methyl isobutyl ketone of twice weight of the total monomer weight was added to this to prepare a solution. To this was added azobisisobutyronitrile as an initiator in an amount of 2 mol % based on the total monomer amount, and the temperature was raised to 85° C. and the mixture was stirred for about 5 hours. The reaction mass wa... The reactants are C1(CCCC1)N1C2=C(N(C(C(C1)(F)F)=O)C)C=NC(=N2)NC2=CC(=C(C(=O)O)C=C2OC)F (4-(9-cyclopentyl-7,7-difluoro-5-methyl-6-oxo-6,7,8,9-tetrahydro-5H-pyrimido[4,5-b][1,4]diazepin-2-ylamino)-2-fluoro-5-methoxybenzoic acid), CN1CCC(CC1)N (1-methylpiperidin-4-amine). Yields the product C1(CCCC1)N1C2=C(N(C(C(C1)(F)F)=O)C)C=NC(=N2)NC2=CC(=C(C(=O)NC1CCN(CC1)C)C=C2OC)F (4-(9-Cyclopentyl-7,7-difluoro-5-methyl-6-oxo-6,7,8,9-tetrahydro-5H-pyrimido[4,5-b][1,4]diazepin-2-ylamino)-2-fluoro-5-methoxy-N-(1-methylpiperidin-4-yl)benzamide). RXN SMILES: [CH:1]1([N:6]2[CH2:12][C:11]([F:14])([F:13])[C:10](=[O:15])[N:9]([CH3:16])[C:8]3[CH:17]=[N:18][C:19]([NH:21][C:22]4[C:30]([O:31][CH3:32])=[CH:29][C:25]([C:26](O)=[O:27])=[C:24]([F:33])[CH:23]=4)=[N:20][C:7]2=3)[CH2:5][CH2:4][CH2:3][CH2:2]1.[CH3:34][N:35]1[CH2:40][CH2:39][CH:38]([NH2:41])[CH2:37][CH2:36]1>>[CH:1]1([N:6]2[CH2:12][C:11]([F:14])([F:13])[C:10](=[O:15])[N:9]([CH3:16])[C:8]3[CH:17]=[N:18][C:19]([NH:21][C:22]4[C:30]([O:31][CH3:32])=[CH:29][C:25]([C:26]([NH:41][CH:38]5[CH2:39][CH2:40][N:35]([CH3:34])[CH2:36][CH2:37]5)=[O:27])=[C:24]([F:33])[CH:23]=4)=[N:20][C:7]2=3)[CH2:5][CH2:4][CH2:3][CH2:2]1. Procedure details: The title compound was synthesized from 4-(9-cyclopentyl-7,7-difluoro-5-methyl-6-oxo-6,7,8,9-tetrahydro-5H-pyrimido[4,5-b][1,4]diazepin-2-ylamino)-2-fluoro-5-methoxybenzoic acid and 1-methylpiperidin-4-amine as described in the general procedure for amide bond synthesis. The final compound was purified by reverse phase HPLC and basified to give the free base. 1H NMR (400 MHz, DMSO-d6) δ ppm 1.60-1.73 (m, 11H), 1.88-2.21 (m, 8H) 2.78 (br. s., 2H) 3.73 (br. s., 1H) 3.91 (s, 3H) 4.08 (t, J=13.8 Hz,... Starting materials: COC(=O)CCC(=O)c1cccc(OC(C)=O)c1O, O=C([O-])[O-], CI, CC(C)=O, [K+], [K+]. Yields the product COC(=O)CCC(=O)c1cccc(OC(C)=O)c1OC. As a reaction SMILES: [C:1]([CH3:2])(=[O:3])[O:4][c:5]1[c:6]([OH:19])[c:7]([C:8](=[O:9])[CH2:10][CH2:11][C:12](=[O:13])[O:14][CH3:15])[cH:16][cH:17][cH:18]1.[C:20](=[O:21])([O-:22])[O-:23].[CH3:26][I:27].[CH3:28][C:29](=[O:30])[CH3:31].[K+:24].[K+:25]>>[C:1]([CH3:2])(=[O:3])[O:4][c:5]1[c:6]([O:19][CH3:20])[c:7]([C:8](=[O:9])[CH2:10][CH2:11][C:12](=[O:13])[O:14][CH3:15])[cH:16][cH:17][cH:18]1. The reactants are [OH-].[Na+] (sodium hydroxide), NCCS (cysteamine), FC=1C=C(C=CC1)C=1CCN(CC1)CCOC1=C(C=O)C=CC=C1 (2-{2-[4-(3-fluorophenyl)-1,2,3,6-tetrahydropyridin-1-yl]ethyloxy}benzaldehyde). Run in C(C)O (ethanol), C(C)O (ethanol). Conditions: time 10 minute. Product: FC=1C=C(C=CC1)C=1CCN(CC1)CCOC1=C(C=CC=C1)C1SCCN1 (2-{2-[2-(4-(3-fluorophenyl)-1,2,3,6-tetrahydropyridin-1-yl)ethyloxy]phenyl}thiazolidine). Isolated yield 86.9%. Reaction SMILES: [NH2:1][CH2:2][CH2:3][SH:4].[OH-].[Na+].[F:7][C:8]1[CH:9]=[C:10]([C:14]2[CH2:15][CH2:16][N:17]([CH2:20][CH2:21][O:22][C:23]3[CH:30]=[CH:29][CH:28]=[CH:27][C:24]=3[CH:25]=O)[CH2:18][CH:19]=2)[CH:11]=[CH:12][CH:13]=1>C(O)C>[F:7][C:8]1[CH:9]=[C:10]([C:14]2[CH2:19][CH2:18][N:17]([CH2:20][CH2:21][O:22][C:23]3[CH:30]=[CH:29][CH:28]=[CH:27][C:24]=3[CH:25]3[NH:1][CH2:2][CH2:3][S:4]3)[CH2:16][CH:15]=2)[CH:11]=[CH:12][CH:13]=1 |f:1.2|. Reported procedure: 8.09 g of cysteamine hydrochlorideare dissolved in 450 ml of ethanol, and 2.93 g of sodium hydroxide are added thereto. The mixture is stirred at room temperature for 10 minutes. A solution of 21.05 g of 2-{2-[4-(3-fluorophenyl)-1,2,3,6-tetrahydropyridin-1-yl]ethyloxy}benzaldehyde in 50 ml of ethanol is added to the mixture, and the mixture is further stirred at room temperature for 14 hours. The mixture is concentrated and then extracted with ethyl acetate. The extract is washed with a saturate... Starting materials: N[C@@H](C(O)(C1=CC=CC=C1)C1=CC=CC=C1)C1CCCCC1 ((R)-2-amino-2-cyclohexyl-1,1-diphenylethanol), COB(OC)OC (trimethylborate). Solvent: O1CCCC1 (tetrahydrofuran). Product: C1(CCCCC1)[C@H]1NB(OC1(C1=CC=CC=C1)C1=CC=CC=C1)OC ((R)-4-cyclohexyl-2-methoxy-5,5-diphenyl-1,3,2-oxazaborolidine). As a reaction SMILES: [NH2:1][C@H:2]([CH:17]1[CH2:22][CH2:21][CH2:20][CH2:19][CH2:18]1)[C:3]([C:11]1[CH:16]=[CH:15][CH:14]=[CH:13][CH:12]=1)([C:5]1[CH:10]=[CH:9][CH:8]=[CH:7][CH:6]=1)[OH:4].[CH3:23][O:24][B:25](OC)OC>O1CCCC1>[CH:17]1([C@@H:2]2[C:3]([C:11]3[CH:12]=[CH:13][CH:14]=[CH:15][CH:16]=3)([C:5]3[CH:10]=[CH:9][CH:8]=[CH:7][CH:6]=3)[O:4][B:25]([O:24][CH3:23])[NH:1]2)[CH2:22][CH2:21][CH2:20][CH2:19][CH2:18]1. Reported procedure: Dry (R)-2-amino-2-cyclohexyl-1,1-diphenylethanol (147.7 g, 0.5 mmol), dry tetrahydrofuran (2.5 mL) and trimethylborate (68 μL) were added to a dry flask and stirred at room temperature to produce a solution of (R)-4-cyclohexyl-2-methoxy-5,5-diphenyl-1,3,2-oxazaborolidine. 0.5 mL (0.1 mmol) of this solution was added to a borane/dimethylsulfide complex (50 μL, 0.5 mmol) in a dry flask and a solution of (4-chloroacetyl)methane-sulfonanilide (124 mg, 0.5 mmol) in dry tetrahydrofuran (3 mL) was adde... Starting materials: CC=1C=CC(=CC1)C (p-xylene), C(C(=O)O)(=O)O (oxalic acid), O.O.O.O.C(C)(=O)[O-].[Co+2].C(C)(=O)[O-] (cobalt acetate tetrahydrate), [Br-].[K+] (potassium bromide). Solvent: C(C)(=O)O (acetic acid). Yields the product O.O.C(C(=O)[O-])(=O)[O-].[Co+2] (cobalt oxalate dihydrate). Yield: 100.7%. Reaction SMILES: CC1C=CC(C)=CC=1.O.O.O.O.C([O-])(=[O:15])C.[Co+2:17].C([O-])(=[O:20])C.[Br-].[K+].[C:24]([OH:29])(=[O:28])[C:25]([OH:27])=[O:26]>C(O)(=O)C>[OH2:15].[OH2:20].[C:24]([O-:29])(=[O:28])[C:25]([O-:27])=[O:26].[Co+2:17] |f:1.2.3.4.5.6.7,8.9,12.13.14.15|. Procedure details: The experiment described in Example 8 was performed with the use of 200 g of p-xylene, 1000 g of acetic acid, 10 g of cobalt acetate tetrahydrate (corresponding to 2.37 g of cobalt) and 2.75 g of potassium bromide (corresponding to 1.86 g of bromine). After a reaction time of 252 minutes and an oxygen absorption of 147.2 liters, 294.5 g of terephthalic acid was obtained. After the addition of 4.7 g of oxalic acid, 7.4 g of cobalt oxalate dihydrate was isolated from the mother liquor. The reactants are NC(CCCC(=O)OC)C1=C(C=CC=C1OC)OC (methyl 5-amino-5-(2,6-dimethoxyphenyl)pentanoate), CC=1SC=C(N1)C=O (2-methylthiazole-4-carbaldehyde). Product: COC1=C(C(=CC=C1)OC)C1CCCC(N1CC=1N=C(SC1)C)=O (6-(2,6-dimethoxyphenyl)-1-((2-methylthiazol-4-yl)methyl)piperidin-2-one). As a reaction SMILES: [NH2:1][CH:2]([C:10]1[C:15]([O:16][CH3:17])=[CH:14][CH:13]=[CH:12][C:11]=1[O:18][CH3:19])[CH2:3][CH2:4][CH2:5][C:6]([O:8]C)=O.[CH3:20][C:21]1[S:22][CH:23]=[C:24]([CH:26]=O)[N:25]=1>>[CH3:19][O:18][C:11]1[CH:12]=[CH:13][CH:14]=[C:15]([O:16][CH3:17])[C:10]=1[CH:2]1[N:1]([CH2:26][C:24]2[N:25]=[C:21]([CH3:20])[S:22][CH:23]=2)[C:6](=[O:8])[CH2:5][CH2:4][CH2:3]1. Reported procedure: Prepared according to the described general procedure 1 (GP1) by reaction of methyl 5-amino-5-(2,6-dimethoxyphenyl)pentanoate with commercially available 2-methylthiazole-4-carbaldehyde. Subsequent purification by preparative HPLC afforded the target compound. LC-MS (conditions A): tR=0.65 min.; [M+H]+: 346.85 g/mol. Reaction SMILES: [CH2:1]([NH2:8])[C:2]1[CH:7]=[CH:6][CH:5]=[CH:4][CH:3]=1.C([O:11][C:12](=[O:20])[C:13]1[CH:18]=[CH:17][CH:16]=[N:15][C:14]=1Cl)C.[CH2:21](C(CC)CN)C>>[CH2:1]([NH:8][C:14]1[N:15]=[C:16]([CH3:21])[CH:17]=[CH:18][C:13]=1[C:12]([O-:11])=[O:20])[C:2]1[CH:7]=[CH:6][CH:5]=[CH:4][CH:3]=1.[C:2]1([CH2:1][NH3+:8])[CH:7]=[CH:6][CH:5]=[CH:4][CH:3]=1 |f:3.4|. The product is C(C1=CC=CC=C1)NC1=C(C(=O)[O-])C=CC(=N1)C.C1(=CC=CC=C1)C[NH3+] (phenylmethanaminium 2-(benzylamino)-6-methylnicotinate). The reactants are C(C1=CC=CC=C1)N (benzylamine), C(C)C(CN)CC (2-ethylbutylamine), C(C)OC(C1=C(N=CC=C1)Cl)=O (2-chloro-nicotinic acid ethyl ester), C(C1=CC=CC=C1)N (benzyl amine). Procedure: The title compound was prepared as a benzylamine salt according to the procedure of Example 3A substituting 2-chloro-6-methyl-nicotinic acid for 2-chloro-nicotinic acid ethyl ester and benzyl amine for 2-ethylbutylamine (0.480 g, 46%). MS (ESI+) m/z 243.03 (M+H)+; 1H NMR (300 MHz, CDCl3) δ 2.35 (s, 3H), 3.67 (s, 2H), 4.65 (s, 2H), 5.73 (br s, 3H), 6.16 (d, J=7.72 Hz, 1H), 7.17 (m, 10H), 7.76 (d, J=7.35 Hz, 1H), 8.66 (br s, 1H).